This data is from the Open Reaction Database (ORD), a public repository of structured organic reaction records. The task is: describe an organic reaction: reactants, conditions, products, and yield The reactants are CCOc1ccc(-c2ccc(C#N)cc2)cc1CNC1CCC(N(C)C(=O)OC(C)(C)C)CC1, O=C(Cl)c1sc2ccccc2c1Cl. Product: CCOc1ccc(-c2ccc(C#N)cc2)cc1CN(C(=O)c1sc2ccccc2c1Cl)C1CCC(N(C)C(=O)OC(C)(C)C)CC1. RXN SMILES: [C:1](#[N:2])[c:3]1[cH:4][cH:5][c:6](-[c:9]2[cH:10][c:11]([CH2:18][NH:19][CH:20]3[CH2:21][CH2:22][CH:23]([N:26]([C:27]([O:28][C:29]([CH3:30])([CH3:31])[CH3:32])=[O:33])[CH3:34])[CH2:24][CH2:25]3)[c:12]([O:15][CH2:16][CH3:17])[cH:13][cH:14]2)[cH:7][cH:8]1.[Cl:35][c:36]1[c:37]2[c:38]([s:39][c:40]1[C:41](=[O:42])[Cl:43])[cH:44][cH:45][cH:46][cH:47]2>>[C:1](#[N:2])[c:3]1[cH:4][cH:5][c:6](-[c:9]2[cH:10][c:11]([CH2:18][N:19]([CH:20]3[CH2:21][CH2:22][CH:23]([N:26]([C:27]([O:28][C:29]([CH3:30])([CH3:31])[CH3:32])=[O:33])[CH3:34])[CH2:24][CH2:25]3)[C:41]([c:40]3[c:36]([Cl:35])[c:37]4[c:38]([s:39]3)[cH:44][cH:45][cH:46][cH:47]4)=[O:42])[c:12]([O:15][CH2:16][CH3:17])[cH:13][cH:14]2)[cH:7][cH:8]1.